From a dataset of the Open Reaction Database (ORD), a public repository of structured organic reaction records. describe an organic reaction: reactants, conditions, products, and yield Reactants: O1C(=NC2=C1C=CC=C2)C([C@@H](CCC2=CC=CC=C2)N)O ((1R)-1-[(RS)-(2-benzoxazolyl)hydroxymethyl]-3-phenylpropylamine), C(=O)(OC(C)(C)C)N[C@H](CCCNC(=O)OC(C)(C)C)C(=O)O (N,N′-bis-Boc-D-ornithine). Yields the product C(=O)(OC(C)(C)C)N(C([C@@H](CCCNC(=O)OC(C)(C)C)N)=O)[C@H](CCC1=CC=CC=C1)C(O)C=1OC2=C(N1)C=CC=C2 (N,N′-Bis-Boc-(2R)-2,5-Diamino-N-[(1R)-1-[(RS)-(2-benzoxazolyl)hydroxymethyl]-3-phenylpropyl]valeramide). Isolated yield 240.3%. Reaction SMILES: [O:1]1[C:5]2[CH:6]=[CH:7][CH:8]=[CH:9][C:4]=2[N:3]=[C:2]1[CH:10]([OH:21])[C@H:11]([NH2:20])[CH2:12][CH2:13][C:14]1[CH:19]=[CH:18][CH:17]=[CH:16][CH:15]=1.C([NH:29][C@@H:30]([C:42](O)=[O:43])[CH2:31][CH2:32][CH2:33][NH:34][C:35]([O:37][C:38]([CH3:41])([CH3:40])[CH3:39])=[O:36])(OC(C)(C)C)=O>>[C:35]([N:20]([C@@H:11]([CH:10]([C:2]1[O:1][C:5]2[CH:6]=[CH:7][CH:8]=[CH:9][C:4]=2[N:3]=1)[OH:21])[CH2:12][CH2:13][C:14]1[CH:19]=[CH:18][CH:17]=[CH:16][CH:15]=1)[C:42](=[O:43])[C@H:30]([NH2:29])[CH2:31][CH2:32][CH2:33][NH:34][C:35]([O:37][C:38]([CH3:41])([CH3:40])[CH3:39])=[O:36])([O:37][C:38]([CH3:41])([CH3:40])[CH3:39])=[O:36]. Procedure details: (1R)-1-[(RS)-(2-benzoxazolyl)hydroxymethyl]-3-phenylpropylamine (62 mg) is coupled with N,N′-bis-Boc-D-ornithine (51 mg) to afford the title compound (110 mg) as a glassy solid: 1H NMR (400 MHz, CDCl3, 3:2 mixture of diastereomers) δ 1.39-1.42 (2s, 18H), 1.58 (m, 3H), 1.86 (m, 2H), 2.09 (m, 1H), 2.67-2.78 (m, 1.6H), 2.92 (m, 0.4H), 2.96-3.22 (m, 2H), 4.07 (m, 0.4H), 4.18 (m, 0.6H), 4.59 (m, 1.4H), 4.78 (m, 0.6H), 5.04 (s, 1H), 5.14 (bd, 0.4H, NH), 5.26 (bd, 0.6H, NH), 7.09-7.37 (m, 7H), 7.50 (m,...